Dataset: the Open Reaction Database (ORD), a public repository of structured organic reaction records. Task: describe an organic reaction: reactants, conditions, products, and yield Reactants: CC1(C)C(=O)N(Br)C(=O)N1Br, CC(C)(C)OC(=O)N1CCN(Cc2ccc3c(N)ncnn23)CC1, C1CCOC1, CC(C)O. Product: CC(C)(C)OC(=O)N1CCN(Cc2cc(Br)c3c(N)ncnn23)CC1. Reaction SMILES: [Br:29][N:30]1[C:31]([CH3:32])([CH3:33])[C:34](=[O:35])[N:36]([Br:37])[C:38]1=[O:39].[C:1]([CH3:2])([CH3:3])([CH3:4])[O:5][C:6](=[O:7])[N:8]1[CH2:9][CH2:10][N:11]([CH2:14][c:15]2[cH:16][cH:17][c:18]3[c:19]([NH2:24])[n:20][cH:21][n:22][n:23]23)[CH2:12][CH2:13]1.[CH2:40]1[O:41][CH2:42][CH2:43][CH2:44]1.[CH:25]([OH:26])([CH3:27])[CH3:28]>>[C:1]([CH3:2])([CH3:3])([CH3:4])[O:5][C:6](=[O:7])[N:8]1[CH2:9][CH2:10][N:11]([CH2:14][c:15]2[cH:16][c:17]([Br:29])[c:18]3[c:19]([NH2:24])[n:20][cH:21][n:22][n:23]23)[CH2:12][CH2:13]1. The product is O=C(c1ccccc1)N1CCc2[nH]c3cccc(-c4ccccc4OC(F)(F)F)c3c2CC1. Reactants: O=C(c1ccccc1)N1CCc2[nH]c3cccc(Br)c3c2CC1, O=C([O-])[O-], OB(O)c1ccccc1OC(F)(F)F, [Na+], [Na+], c1ccccc1. As a reaction SMILES: [C:1]([c:2]1[cH:3][cH:4][cH:5][cH:6][cH:7]1)(=[O:8])[N:9]1[CH2:10][CH2:11][c:12]2[nH:13][c:14]3[cH:15][cH:16][cH:17][c:18]([Br:23])[c:19]3[c:20]2[CH2:21][CH2:22]1.[C:38](=[O:39])([O-:40])[O-:41].[F:24][C:25]([O:26][c:27]1[c:28]([B:33]([OH:34])[OH:35])[cH:29][cH:30][cH:31][cH:32]1)([F:36])[F:37].[Na+:42].[Na+:43].[cH:44]1[cH:45][cH:46][cH:47][cH:48][cH:49]1>>[C:1]([c:2]1[cH:3][cH:4][cH:5][cH:6][cH:7]1)(=[O:8])[N:9]1[CH2:10][CH2:11][c:12]2[nH:13][c:14]3[cH:15][cH:16][cH:17][c:18](-[c:28]4[c:27]([O:26][C:25]([F:24])([F:36])[F:37])[cH:32][cH:31][cH:30][cH:29]4)[c:19]3[c:20]2[CH2:21][CH2:22]1. Reactants: [BH4-].[Na+] (Sodium borohydride), C(=O)([O-])[O-].[K+].[K+] (K2CO3), N(=[N+]=[N-])C1=C2NC=NC2=NC(=N1)F (6-azido-2-fluoropurine), Cl (hydrochloric acid). Run in CC(C)O (2-propanol), O (water). Yields the product FC1=NC(=C2NC=NC2=N1)N (2-Fluoroadenine). The yield is 52.0%. Reaction SMILES: [N:1]([C:4]1[N:12]=[C:11]([F:13])[N:10]=[C:9]2[C:5]=1[NH:6][CH:7]=[N:8]2)=[N+]=[N-].[BH4-].[Na+].Cl.C([O-])([O-])=O.[K+].[K+]>CC(O)C.O>[F:13][C:11]1[N:10]=[C:9]2[C:5]([NH:6][CH:7]=[N:8]2)=[C:4]([NH2:1])[N:12]=1 |f:1.2,4.5.6|. Procedure details: A sample of 6-azido-2-fluoropurine (0.18 g) was dissolved in warm 2-propanol (3 mL) and then cooled to ambient temperature. Sodium borohydride (38 mg) was added in small portions. The vigorous gas evolution was allowed to subside between additions. After the addition was complete the mixture was stirred at ambient temperature and then was heated at 72° C. for 1.5 h. The mixture was then cooled to ambient temperature and diluted with water (10 mL) and the pH was adjusted to 6-7 with 1N hydrochlor... The reactants are C(C)OC1=C(C=C(N)C=C1)OC (4-Ethoxy-3-methoxyaniline), C(C)OC=C(C(=O)OCC)C(=O)OCC (diethyl ethoxymethylenemalonate). The product is C(C)OC=1C=C2C(C(=CNC2=CC1OC)C(=O)OCC)=O (6-ethoxy-3-ethoxycarbonyl-7-methoxy-4(1H)-quinolone). Yield: 55.2%. As a reaction SMILES: [CH2:1]([O:3][C:4]1[CH:10]=[CH:9][C:7]([NH2:8])=[CH:6][C:5]=1[O:11][CH3:12])[CH3:2].C([O:15][CH:16]=[C:17]([C:23](OCC)=O)[C:18]([O:20][CH2:21][CH3:22])=[O:19])C>>[CH2:1]([O:3][C:4]1[CH:10]=[C:9]2[C:7](=[CH:6][C:5]=1[O:11][CH3:12])[NH:8][CH:23]=[C:17]([C:18]([O:20][CH2:21][CH3:22])=[O:19])[C:16]2=[O:15])[CH3:2]. Reported procedure: 4-Ethoxy-3-methoxyaniline (2.6 g) and diethyl ethoxymethylenemalonate (3.4 g) were reacted in the same manner as in Experimental Example 1 to obtain 6-ethoxy-3-ethoxycarbonyl-7-methoxy-4(1H)-quinolone (2.5 g). The compound (2.3 g) was ethylated with potassium carbonate (3.3 g) and ethyl iodide (6.1 g) in the same manner as in Experimental Example 9 to obtain 6-ethoxy-3-ethoxycarbonyl-1-ethyl-7-methoxy-4(1H)-quinolone (1.8 g). This compound (1.4 g) was hydrolyzed in the same manner as in Experime... The reactants are CO, COC(=O)c1nc(C)n2c1CN=C(c1ccccc1)c1cc(Cl)ccc1-2, [K+], [OH-], O. Yields the product Cc1nc(C(=O)O)c2n1-c1ccc(Cl)cc1C(c1ccccc1)=NC2. As a reaction SMILES: [CH3:29][OH:30].[Cl:1][c:2]1[cH:3][cH:4][c:5]2[c:6]([cH:26]1)[C:7]([c:20]1[cH:21][cH:22][cH:23][cH:24][cH:25]1)=[N:8][CH2:9][c:10]1[n:11]-2[c:12]([CH3:19])[n:13][c:14]1[C:15](=[O:16])[O:17][CH3:18].[K+:28].[OH-:27].[OH2:31]>>[Cl:1][c:2]1[cH:3][cH:4][c:5]2[c:6]([cH:26]1)[C:7]([c:20]1[cH:21][cH:22][cH:23][cH:24][cH:25]1)=[N:8][CH2:9][c:10]1[n:11]-2[c:12]([CH3:19])[n:13][c:14]1[C:15](=[O:16])[OH:17]. Reactants: C(=O)C(CO)OC(C=O)N1C(NC(C=C1)=O)=O (α-(1-Formyl-2-hydroxyethoxy)-3,4-dihydro-2,4-dioxo-1(2H)-pyrimidineacetaldehyde), NC1=NNC=C1 (3-aminopyrazole). Solvent: O (water). Reaction conditions: time 8 hour. The product is OC1N(C([C@H](O[C@H]1N1C(=O)NC(=O)C=C1)CO)O)C1=NNC=C1 (1-[(2R, 6R)-3,5-dihydroxy-6-hydroxymethyl-4-(3-pyrazolyl)morpholin-2-yl]uracil). The yield is 38.8%. RXN SMILES: [CH:1]([CH:3]([O:6][CH:7]([N:10]1[CH:15]=[CH:14][C:13](=[O:16])[NH:12][C:11]1=[O:17])[CH:8]=[O:9])[CH2:4][OH:5])=[O:2].[NH2:18][C:19]1[CH:23]=[CH:22][NH:21][N:20]=1>O>[OH:9][CH:8]1[C@H:7]([N:10]2[CH:15]=[CH:14][C:13](=[O:16])[NH:12][C:11]2=[O:17])[O:6][C@H:3]([CH2:4][OH:5])[CH:1]([OH:2])[N:18]1[C:19]1[CH:23]=[CH:22][NH:21][N:20]=1. Procedure: [R-(R*, R*)]-α-(1-Formyl-2-hydroxyethoxy)-3,4-dihydro-2,4-dioxo-1(2H)-pyrimidineacetaldehyde, (uridinedialdehyde), (2.4 g) was dissolved in water (10 ml). To the solution was added 3-aminopyrazole (0.83 g). The mixture was stirred at ambient temperature overnight. The precipitates were filtered and air-dried to give 1-[(2R, 6R)-3,5-dihydroxy-6-hydroxymethyl-4-(3-pyrazolyl)morpholin-2-yl]uracil (1.25 g). Starting materials: C(C)C1=CC=C(C=C1)C1CC(CNC1)C(=O)NC1=CC=CC=C1 (5-(4-ethylphenyl)-N-phenylpiperidine-3-carboxamide), FCC(C(=O)Cl)(C)C (3-fluoro-2,2-dimethylpropanoyl chloride). Yields the product C(C)C1=CC=C(C=C1)C1CC(CN(C1)C(C(CF)(C)C)=O)C(=O)NC1=CC=CC=C1 (5-(4-Ethylphenyl)-1-(3-fluoro-2,2-dimethylpropanoyl)-N-phenylpiperidine-3-carboxamide). Reaction SMILES: [CH2:1]([C:3]1[CH:8]=[CH:7][C:6]([CH:9]2[CH2:14][NH:13][CH2:12][CH:11]([C:15]([NH:17][C:18]3[CH:23]=[CH:22][CH:21]=[CH:20][CH:19]=3)=[O:16])[CH2:10]2)=[CH:5][CH:4]=1)[CH3:2].[F:24][CH2:25][C:26]([CH3:31])([CH3:30])[C:27](Cl)=[O:28]>>[CH2:1]([C:3]1[CH:4]=[CH:5][C:6]([CH:9]2[CH2:14][N:13]([C:27](=[O:28])[C:26]([CH3:31])([CH3:30])[CH2:25][F:24])[CH2:12][CH:11]([C:15]([NH:17][C:18]3[CH:19]=[CH:20][CH:21]=[CH:22][CH:23]=3)=[O:16])[CH2:10]2)=[CH:7][CH:8]=1)[CH3:2]. Procedure details: 62 mg (0.20 mmol) of 5-(4-ethylphenyl)-N-phenylpiperidine-3-carboxamide (Example 17A) and 42 mg (0.3 mmol, 1.5 eq.) of 3-fluoro-2,2-dimethylpropanoyl chloride were reacted according to General Method 2. Yield: 68 mg (83% of theory) Reactants: P(=O)(O)(O)[O-].[Na+] (sodium dihydrogen phosphate), [OH-].[Na+] (sodium hydroxide), Cl(=O)[O-].[Na+] (Sodium chlorite), C(C)C1=CC=C(S1)C=O (5-ethyl-2-thiophenecarbaldehyde). The solvent is O (water), OO (hydrogen peroxide), O (water), C(C)#N (acetonitrile). Run at time 2 hour. Yields the product C(C)C1=CC=C(S1)C(=O)O (5-ethyl-2-thiophenecarboxylic acid). The yield is 210.5%. As a reaction SMILES: [CH2:1]([C:3]1[S:7][C:6]([CH:8]=[O:9])=[CH:5][CH:4]=1)[CH3:2].P([O-])(O)(O)=[O:11].[Na+].Cl([O-])=O.[Na+].[OH-].[Na+]>C(#N)C.O.OO>[CH2:1]([C:3]1[S:7][C:6]([C:8]([OH:11])=[O:9])=[CH:5][CH:4]=1)[CH3:2] |f:1.2,3.4,5.6|. Reported procedure: 1,3-Dimethyl-2-(2-thienyl)imidazolidine (5.46 g) (synthesized in accordance with the method described in Tetrahedron, 41, 3803 (1985)) and N,N,N',N'-tetramethylethylenediamine (4.7 ml) were dissolved in tetrahydrofuran (150 ml). The mixture was cooled to -78° C., and n-butyllithium (1.6M in hexane, 19.5 ml) was slowly added dropwise. The mixture was stirred at the same temperature for 2 hours, and iodoethane (2.4 ml) was added. The mixture was slowly heated to room temperature and then stirred f... Reactants: CCOC(=O)CP(=O)(OCC)OCC, O=Cc1cc(F)c(F)cc1F, C1CCOC1. The product is CCOC(=O)C=Cc1cc(F)c(F)cc1F. As a reaction SMILES: [CH3:12][CH2:13][O:14][C:15](=[O:16])[CH2:17][P:18]([O:19][CH2:20][CH3:21])([O:22][CH2:23][CH3:24])=[O:25].[F:1][c:2]1[c:3]([CH:4]=[O:5])[cH:6][c:7]([F:11])[c:8]([F:10])[cH:9]1.[O:26]1[CH2:27][CH2:28][CH2:29][CH2:30]1>>[F:1][c:2]1[c:3]([CH:4]=[CH:17][C:15]([O:14][CH2:13][CH3:12])=[O:16])[cH:6][c:7]([F:11])[c:8]([F:10])[cH:9]1. Starting materials: COC(=O)Cn1c(C)cc(OS(=O)(=O)C(F)(F)F)c([N+](=O)[O-])c1=O, Cl, [H-], [Na+], C1CCOC1, Oc1ccccc1. Product: COC(=O)Cn1c(C)cc(Oc2ccccc2)c([N+](=O)[O-])c1=O. As a reaction SMILES: [CH3:10][c:11]1[cH:12][c:13]([O:26][S:27]([C:28]([F:29])([F:30])[F:31])(=[O:32])=[O:33])[c:14]([N+:23](=[O:24])[O-:25])[c:15](=[O:22])[n:16]1[CH2:17][C:18](=[O:19])[O:20][CH3:21].[ClH:34].[H-:8].[Na+:9].[O:35]1[CH2:36][CH2:37][CH2:38][CH2:39]1.[OH:1][c:2]1[cH:3][cH:4][cH:5][cH:6][cH:7]1>>[O:1]([c:2]1[cH:3][cH:4][cH:5][cH:6][cH:7]1)[c:13]1[cH:12][c:11]([CH3:10])[n:16]([CH2:17][C:18](=[O:19])[O:20][CH3:21])[c:15](=[O:22])[c:14]1[N+:23](=[O:24])[O-:25].